From a dataset of the Open Reaction Database (ORD), a public repository of structured organic reaction records. describe an organic reaction: reactants, conditions, products, and yield The reactants are CC(C)(C)OC(=O)N1CCCC(C(=O)c2ccccc2)C1, Cc1ccccc1, O. The product is CC(C)(C)OC(=O)N1CCCC(C(O)c2ccccc2)C1. Reaction SMILES: [C:1]([c:2]1[cH:3][cH:4][cH:5][cH:6][cH:7]1)(=[O:8])[CH:9]1[CH2:10][N:11]([C:15](=[O:16])[O:17][C:18]([CH3:19])([CH3:20])[CH3:21])[CH2:12][CH2:13][CH2:14]1.[CH3:23][c:24]1[cH:25][cH:26][cH:27][cH:28][cH:29]1.[OH2:22]>>[CH:1]([c:2]1[cH:3][cH:4][cH:5][cH:6][cH:7]1)([OH:8])[CH:9]1[CH2:10][N:11]([C:15](=[O:16])[O:17][C:18]([CH3:19])([CH3:20])[CH3:21])[CH2:12][CH2:13][CH2:14]1. Reactants: C(C1=CC=CC=C1)Br (benzyl bromide), C(O)([O-])=O.[Na+] (sodium hydrogen carbonate), [Li+].CC(C)[N-]C(C)C.C1CCOC1 (LDA THF), C(C1=CC=CC=C1)OC=1C=CC=2C[C@@H]3[C@@]4(CC[C@H]([C@H]5[C@@]4(C2C1O5)CCN3CC3CC3)N3C(CCC3)=O)O (1-(3-benzyloxy-17-cyclopropylmethyl-4,5α-epoxy-14-hydroxy-morphinan-6β-yl)-pyrrolidin-2-one). Run in C1CCOC1 (THF). Run at time 1 hour. Product: C(C1=CC=CC=C1)OC=1C=CC=2C[C@@H]3[C@@]4(CC[C@H]([C@H]5[C@@]4(C2C1O5)CCN3CC3CC3)N3C(C(CC3)CC3=CC=CC=C3)=O)O (1-(3-benzyloxy-17-cyclopropylmethyl-4,5α-epoxy-14-hydroxy-morphinan-6β-yl)-3-benzyl-pyrrolidin-2-one), crude product. RXN SMILES: [CH2:1]([O:8][C:9]1[CH:10]=[CH:11][C:12]2[CH2:13][C@H:14]3[N:26]([CH2:27][CH:28]4[CH2:30][CH2:29]4)[CH2:25][CH2:24][C@:20]45[C:21]=2[C:22]=1[O:23][C@H:19]4[C@H:18]([N:31]1[CH2:35][CH2:34][CH2:33][C:32]1=[O:36])[CH2:17][CH2:16][C@@:15]35[OH:37])[C:2]1[CH:7]=[CH:6][CH:5]=[CH:4][CH:3]=1.[Li+].CC([N-]C(C)C)C.C1COCC1.[CH2:51](Br)[C:52]1[CH:57]=[CH:56][CH:55]=[CH:54][CH:53]=1.C(=O)([O-])O.[Na+]>C1COCC1>[CH2:1]([O:8][C:9]1[CH:10]=[CH:11][C:12]2[CH2:13][C@H:14]3[N:26]([CH2:27][CH:28]4[CH2:29][CH2:30]4)[CH2:25][CH2:24][C@:20]45[C:21]=2[C:22]=1[O:23][C@H:19]4[C@H:18]([N:31]1[CH2:35][CH2:34][CH:33]([CH2:51][C:52]2[CH:57]=[CH:56][CH:55]=[CH:54][CH:53]=2)[C:32]1=[O:36])[CH2:17][CH2:16][C@@:15]35[OH:37])[C:2]1[CH:3]=[CH:4][CH:5]=[CH:6][CH:7]=1 |f:1.2.3,5.6|. Reported procedure: In 5 mL of THF, 145 mg (0.35 mmol) of 1-(3-benzyloxy-17-cyclopropylmethyl-4,5α-epoxy-14-hydroxy-morphinan-6β-yl)-pyrrolidin-2-one obtained in Example 47-1 was dissolved, and 2.84 mL (1.02 mmol) of 0.36 N LDA/THF solution was added at −78° C., followed by stirring the mixture for 1 hour. Thereafter, 0.10 mL (0.87 mmol) of benzyl bromide was added thereto and the resulting mixture was stirred for 3 hours. To this reaction solution, aqueous saturated sodium hydrogen carbonate solution was added and... Product: Cc1cc(NC2CCCC2)c2[nH]c(-c3ccccn3)cc2c1. Reactants: CC(Cl)Cl, Cc1cc(N)c2[nH]c(-c3ccccn3)cc2c1, [Na+], O=C([O-])O, O=C1CCCC1. As a reaction SMILES: [Cl:24][CH:25]([Cl:26])[CH3:27].[NH2:1][c:2]1[cH:3][c:4]([CH3:17])[cH:5][c:6]2[cH:7][c:8](-[c:11]3[n:12][cH:13][cH:14][cH:15][cH:16]3)[nH:9][c:10]12.[Na+:32].[O-:28][C:29]([OH:30])=[O:31].[O:18]=[C:19]1[CH2:20][CH2:21][CH2:22][CH2:23]1>>[NH:1]([c:2]1[cH:3][c:4]([CH3:17])[cH:5][c:6]2[cH:7][c:8](-[c:11]3[n:12][cH:13][cH:14][cH:15][cH:16]3)[nH:9][c:10]12)[CH:19]1[CH2:20][CH2:21][CH2:22][CH2:23]1. Reactants: C1(CC1)N1C=C(C(C2=CC(=C(C(=C12)OC)N1CC(NC(C1)C)C)F)=O)C(=O)NCC1=C(C=C(C=C1)Cl)Cl (1-Cyclopropyl-N-(2,4-dichlorobenzyl)-7-[(3RS,5SR)-3,5-dimethylpiperazin-1-yl]-6-fluoro-8-methoxy-4-oxo-1,4-dihydroquinoline-3-carboxamide), N(=C=O)CC(=O)OCC (ethyl isocyanatoacetate). Run in ClCCl (dichloromethane). Run at time 8 hour. Yields the product C(C)OC(CNC(=O)N1C(CN(CC1C)C1=C(C=C2C(C(=CN(C2=C1OC)C1CC1)C(=O)NCC1=C(C=C(C=C1)Cl)Cl)=O)F)C)=O (N-{[(2RS,6SR)-4-(1-Cyclopropyl-3-{[(2,4-dichlorobenzyl)amino]carbonyl}-6-fluoro-8-methoxy-4-oxo-1,4-dihydroquinolin-7-yl)-2,6-dimethylpiperazin-1-yl]carbonyl}glycine ethyl ester). RXN SMILES: [CH:1]1([N:4]2[C:13]3[C:8](=[CH:9][C:10]([F:24])=[C:11]([N:16]4[CH2:21][CH:20]([CH3:22])[NH:19][CH:18]([CH3:23])[CH2:17]4)[C:12]=3[O:14][CH3:15])[C:7](=[O:25])[C:6]([C:26]([NH:28][CH2:29][C:30]3[CH:35]=[CH:34][C:33]([Cl:36])=[CH:32][C:31]=3[Cl:37])=[O:27])=[CH:5]2)[CH2:3][CH2:2]1.[N:38]([CH2:41][C:42]([O:44][CH2:45][CH3:46])=[O:43])=[C:39]=[O:40]>ClCCl>[CH2:45]([O:44][C:42](=[O:43])[CH2:41][NH:38][C:39]([N:19]1[CH:18]([CH3:23])[CH2:17][N:16]([C:11]2[C:12]([O:14][CH3:15])=[C:13]3[C:8]([C:7](=[O:25])[C:6]([C:26]([NH:28][CH2:29][C:30]4[CH:35]=[CH:34][C:33]([Cl:36])=[CH:32][C:31]=4[Cl:37])=[O:27])=[CH:5][N:4]3[CH:1]3[CH2:3][CH2:2]3)=[CH:9][C:10]=2[F:24])[CH2:21][CH:20]1[CH3:22])=[O:40])[CH3:46]. Reported procedure: 100 mg (0.18 mmol) of the compound from Example 39A are added to a solution of 25 mg (0.22 mmol) of ethyl isocyanatoacetate in 5 ml of dichloromethane. The reaction mixture is stirred at RT overnight. After the removal of the solvent on a rotary evaporator, the residue is purified by RP-HPLC (method 6). 73 mg (59% of theory) of the title compound are obtained.